This data is from the Open Reaction Database (ORD), a public repository of structured organic reaction records. The task is: describe an organic reaction: reactants, conditions, products, and yield Starting materials: BrC=1C=NC=C(C1)C=O (3-bromo-5-pyridinecarboxaldehyde), C1(CC1)[Mg]Br (cyclopropylmagnesium bromide), C1(CC1)[Mg]Br (cyclopropylmagnesium bromide). Run in C1CCOC1 (THF). Run at time 10 minute. Product: BrC=1C=C(C=NC1)C(O)C1CC1 ((5-bromo-pyridin-3-yl)-cyclopropyl-methanol). RXN SMILES: [Br:1][C:2]1[CH:3]=[N:4][CH:5]=[C:6]([CH:8]=[O:9])[CH:7]=1.[CH:10]1([Mg]Br)[CH2:12][CH2:11]1>C1COCC1>[Br:1][C:2]1[CH:7]=[C:6]([CH:8]([CH:10]2[CH2:12][CH2:11]2)[OH:9])[CH:5]=[N:4][CH:3]=1. Reported procedure: To a solution of 3-bromo-5-pyridinecarboxaldehyde (651 mg, 3.50 mmol) in THF (20 ml) at −78° C. was added cyclopropylmagnesium bromide (0.5M in THF, 7.49 ml, 3.74 mmol). After 10 minutes, additional cyclopropylmagnesium bromide (0.5M THF, 3.0 mL, 1.5 mmol) was added. After stirring for an additional five minutes the reaction was quenched with saturated aqueous ammonium chloride. The resulting mixture was diluted with dichloromethane and water and the layers were separated. The aqueous layer was ...